From a dataset of the Open Reaction Database (ORD), a public repository of structured organic reaction records. describe an organic reaction: reactants, conditions, products, and yield Reactants: CC(C(CC(=O)OCC)O)CCC=C(CCC=C(CCC=C(CCC=C(C)C)C)C)C (ethyl 3,7,11,15,19-pentamethyl-6,10,14,18-eicosatetraen-2-ol-1-carboxylate), N1=CC=CC=C1 (pyridine), [Cr](=O)(=O)(O)O.N1=CC=CC=C1 (chromic acid pyridine), N1=CC=CC=C1 (pyridine), C(Cl)Cl (methylene chloride), resultant mixture. Reagents/catalysts: [O-2].[O-2].[O-2].[Cr+6] (chromium trioxide). The solvent is O (water). Product: CC(C(CC(=O)OCC)=O)CCC=C(CCC=C(CCC=C(CCC=C(C)C)C)C)C (ethyl 3,7,11,15,19-pentamethyl-6,10,14,18-eicosatetraen-2-one-1-carboxylate). Isolated yield 79.6%. Reaction SMILES: [CH3:1][CH:2]([CH2:11][CH2:12][CH:13]=[C:14]([CH3:31])[CH2:15][CH2:16][CH:17]=[C:18]([CH3:30])[CH2:19][CH2:20][CH:21]=[C:22]([CH3:29])[CH2:23][CH2:24][CH:25]=[C:26]([CH3:28])[CH3:27])[CH:3]([OH:10])[CH2:4][C:5]([O:7][CH2:8][CH3:9])=[O:6].N1C=CC=CC=1.[Cr](O)(O)(=O)=O.N1C=CC=CC=1.C(Cl)Cl>[O-2].[O-2].[O-2].[Cr+6].O>[CH3:1][CH:2]([CH2:11][CH2:12][CH:13]=[C:14]([CH3:31])[CH2:15][CH2:16][CH:17]=[C:18]([CH3:30])[CH2:19][CH2:20][CH:21]=[C:22]([CH3:29])[CH2:23][CH2:24][CH:25]=[C:26]([CH3:28])[CH3:27])[C:3](=[O:10])[CH2:4][C:5]([O:7][CH2:8][CH3:9])=[O:6] |f:2.3,5.6.7.8|. Procedure: To a mixture of ethyl 3,7,11,15,19-pentamethyl-6,10,14,18-eicosatetraen-2-ol-1-carboxylate (217 g) and pyridine (215 ml), chromic acid-pyridine (prepared by adding portionwise chromium trioxide (300 g) to a mixture of pyridine (480 ml) and methylene chloride (3000 ml) while cooling with ice) is added thereto, and the resultant mixture is stirred for 4 hours. The reaction mixture is added to water, and the methylene chloride layer is separated, washed with water, dried and evaporated. The residua... Procedure: A solution of 2,4-dihydrobezophenone (2.14 grams) in DMF (20 mL) was treated with potassium carbonate (1.45 grams). This mixture was heated to 40° C. and stirred for 0.5 hours. To this mixture was added allyl bromide (3.6 grams), then the reaction was stirred overnight. The mixture was diluted with ethyl acetate and washed with 1 M HCl solution and brine. The organic phase was dried over sodium sulfate and filtered. The solvent was removed in vacuo and the resulting oil was filtered through a pl... Yields the product C(C=C)C1=C(C=CC=2C(=NOC21)C2=CC=CC=C2)O (7-allyl-3-phenyl-6-hydroxybenz-[4,5]-isoxazole). As a reaction SMILES: [CH2:1]([CH:4]1[CH2:17][CH:16]=[CH:15][CH:6]([C:7]([C:9]2[CH:14]=[CH:13][CH:12]=[CH:11][CH:10]=2)=O)[CH2:5]1)[CH:2]=[CH2:3].Cl.[NH2:19][OH:20].C([O-])(=[O:23])C.[Na+]>CO.C(OC(=O)C)(=O)C.N1C=CC=CC=1>[CH2:1]([C:4]1[C:5]2[O:20][N:19]=[C:7]([C:9]3[CH:14]=[CH:13][CH:12]=[CH:11][CH:10]=3)[C:6]=2[CH:15]=[CH:16][C:17]=1[OH:23])[CH:2]=[CH2:3] |f:1.2,3.4|. Solvent: C(C)(=O)OC(C)=O (acetic anhydride), CO (methanol), N1=CC=CC=C1 (pyridine). Reactants: Cl.NO (hydroxylamine hydrochloride), C(C)(=O)[O-].[Na+] (sodium acetate), C(C=C)C1CC(C(=O)C2=CC=CC=C2)C=CC1 (3-allyl-2,4-dihydrobezophenone). The reactants are Cl (hydrochloric acid), S(O)(O)(=O)=O (sulphuric acid), NC1=C(C=C(C=C1I)Br)S(=O)(=O)O (2-amino-5-bromo-3-iodobenzenesulphonic acid), C([O-])([O-])=O.[Na+].[Na+] (sodium carbonate), C1(=CC=CC=C1)B(O)O (benzeneboronic acid). Reagents/catalysts: C=1C=CC(=CC1)[P](C=2C=CC=CC2)(C=3C=CC=CC3)[Pd]([P](C=4C=CC=CC4)(C=5C=CC=CC5)C=6C=CC=CC6)([P](C=7C=CC=CC7)(C=8C=CC=CC8)C=9C=CC=CC9)[P](C=1C=CC=CC1)(C=1C=CC=CC1)C=1C=CC=CC1 (tetrakis(triphenylphosphine)palladium). Solvent: CO (methanol), COCCOC (1,2-dimethoxyethane), O (water). Conditions: temperature 0 celsius. Product: NC1=C(C=C(C=C1S(=O)(=O)O)Br)C1=CC=CC=C1 (2-amino-5-bromo[1,1'-biphenyl]-3-sulphonic acid). Reaction SMILES: [NH2:1][C:2]1[C:7](I)=[CH:6][C:5]([Br:9])=[CH:4][C:3]=1[S:10]([OH:13])(=[O:12])=[O:11].C(=O)([O-])[O-].[Na+].[Na+].[C:20]1(B(O)O)[CH:25]=[CH:24][CH:23]=[CH:22][CH:21]=1.Cl.S(=O)(=O)(O)O>COCCOC.O.C1C=CC([P]([Pd]([P](C2C=CC=CC=2)(C2C=CC=CC=2)C2C=CC=CC=2)([P](C2C=CC=CC=2)(C2C=CC=CC=2)C2C=CC=CC=2)[P](C2C=CC=CC=2)(C2C=CC=CC=2)C2C=CC=CC=2)(C2C=CC=CC=2)C2C=CC=CC=2)=CC=1.CO>[NH2:1][C:2]1[C:3]([S:10]([OH:13])(=[O:12])=[O:11])=[CH:4][C:5]([Br:9])=[CH:6][C:7]=1[C:20]1[CH:25]=[CH:24][CH:23]=[CH:22][CH:21]=1 |f:1.2.3,^1:45,47,66,85|. Procedure details: To a mixture of 37.8 g (100 mmol) of 2-amino-5-bromo-3-iodobenzenesulphonic acid and 32 g (300 mmol) of sodium carbonate in 300 ml of 1,2-dimethoxyethane and 150 ml of water are successively added, under a nitrogen atmosphere, 5.8 g (5 mmol) of tetrakis(triphenylphosphine)palladium (0) and 19.5 g (160 mmol) of benzeneboronic acid. The mixture is heated at the reflux temperature for 4 hours and the reaction medium is then concentrated under reduced pressure. The residue thus obtained is then diss...